From a dataset of the Open Reaction Database (ORD), a public repository of structured organic reaction records. describe an organic reaction: reactants, conditions, products, and yield The reactants are C=CCCCCCCCC (1-decene), C1=C(C=C(C(=C1I)I)C(=O)O)I (TIBA), C1=C(C=C(C(=C1I)I)C(=O)O)I (TIBA), Metallocene, Metallocene, [H][H] (hydrogen). Solvent: C1(=CC=CC=C1)C (toluene), C1(=CC=CC=C1)C (toluene), C1(=CC=CC=C1)C (toluene), C1(=CC=CC=C1)C (toluene), CCCCCCC (heptane). Reaction conditions: temperature 90 celsius. The product is CCCCCCCCCC (normal-decane), C=CCCCCCCCC (1-decene). Reaction SMILES: [CH2:1]=[CH:2][CH2:3][CH2:4][CH2:5][CH2:6][CH2:7][CH2:8][CH2:9][CH3:10].C1C(I)=C(I)C(C(O)=O)=CC=1I.[H][H]>C1(C)C=CC=CC=1.CCCCCCC>[CH3:1][CH2:2][CH2:3][CH2:4][CH2:5][CH2:6][CH2:7][CH2:8][CH2:9][CH3:10].[CH2:1]=[CH:2][CH2:3][CH2:4][CH2:5][CH2:6][CH2:7][CH2:8][CH2:9][CH3:10]. Procedure details: A solution of 100 g of purified 1-decene, 1.301 g of a TIBA stock solution (20 mg TIBA/g toluene solution) and 0.445 g of Metallocene A stock solution (1 mg Metallocene A/g toluene solution) was charged into a clean 600 ml autoclave equipped with an agitator, at room temperature. The reactor was then pressurized with 30 psig hydrogen. The mixture was then heated to 90° C. with stirring. A second solution made by adding a) 0.641 g of Activator A stock solution (1 mg Activator A/g toluene solution... The reactants are BrCc1ccccc1, O=C([O-])[O-], CC(C)=O, [K+], [K+], Oc1cnoc1. Yields the product c1ccc(COc2cnoc2)cc1. Reaction SMILES: [Br:7][CH2:8][c:9]1[cH:10][cH:11][cH:12][cH:13][cH:14]1.[C:15](=[O:16])([O-:17])[O-:18].[CH3:21][C:22](=[O:23])[CH3:24].[K+:19].[K+:20].[OH:1][c:2]1[cH:3][n:4][o:5][cH:6]1>>[O:1]([c:2]1[cH:3][n:4][o:5][cH:6]1)[CH2:8][c:9]1[cH:10][cH:11][cH:12][cH:13][cH:14]1. Starting materials: CC(=O)O, CSc1nnc(-c2ccncc2)n1C1CC1, [K+], O=[Mn](=O)(=O)[O-], [Na+], O, O=S([O-])O. The product is CS(=O)(=O)c1nnc(-c2ccncc2)n1C1CC1. Reaction SMILES: [CH3:29][C:30](=[O:31])[OH:32].[CH:7]1([n:10]2[c:11](-[c:17]3[cH:18][cH:19][n:20][cH:21][cH:22]3)[n:12][n:13][c:14]2[S:15][CH3:16])[CH2:8][CH2:9]1.[K+:6].[Mn:1]([O-:2])(=[O:3])(=[O:4])=[O:5].[Na+:27].[OH2:28].[S:23](=[O:24])([O-:25])[OH:26]>>[CH:7]1([n:10]2[c:11](-[c:17]3[cH:18][cH:19][n:20][cH:21][cH:22]3)[n:12][n:13][c:14]2[S:15]([CH3:16])(=[O:24])=[O:28])[CH2:8][CH2:9]1. Reactants: S1C(=NN=C1)N (1,3,4-thiadiazol-2-ylamine), N1=CC=CC=C1 (pyridine), C(C)(=O)NCC1(CCCCC1)C1=CC=C(C=C1)S(=O)(=O)Cl (4-[1-(acetylamino-methyl)-cyclohexyl]-benzenesulfonyl chloride). Reaction conditions: time 15 hour. The product is C(C)(C)C1=NN=C(S1)NS(=O)(=O)C1=CC=C(C=C1)C1(CCCCC1)CNC(C)=O (N-{1-[4-(5-Isopropyl-[1,3,4]thiadiazol-2-ylsulfamoyl)-phenyl]-cyclohexylmethyl}-acetamide). Reaction SMILES: [S:1]1[CH:5]=[N:4][N:3]=[C:2]1[NH2:6].[C:7]([NH:10][CH2:11][C:12]1([C:18]2[CH:23]=[CH:22][C:21]([S:24](Cl)(=[O:26])=[O:25])=[CH:20][CH:19]=2)[CH2:17][CH2:16][CH2:15][CH2:14][CH2:13]1)(=[O:9])[CH3:8].N1C=C[CH:31]=[CH:30][CH:29]=1>>[CH:30]([C:5]1[S:1][C:2]([NH:6][S:24]([C:21]2[CH:22]=[CH:23][C:18]([C:12]3([CH2:11][NH:10][C:7](=[O:9])[CH3:8])[CH2:17][CH2:16][CH2:15][CH2:14][CH2:13]3)=[CH:19][CH:20]=2)(=[O:26])=[O:25])=[N:3][N:4]=1)([CH3:31])[CH3:29]. Procedure details: 600 mg of 5-isopropyl-(1,3,4-thiadiazol-2-ylamine were dissolved in 2 ml of pyridine. 1400 mg of 4-[1-(acetylamino-methyl)-cyclohexyl]-benzenesulfonyl chloride were added and the reaction mixture was stirred at room temperature for 15 hours. The pyridine was removed in vacuo and the residue coevaporated three times with portions of 100 ml toluene. The residue was purified by chromatography on silica gel with the eluents dichloromethane:methanol=95:5 to obtain 1.0 g of a light yellow oil. Starting materials: C(=O)(O)CC1=C(N(C2=CC=C(C=C12)F)CC1=CC=CC2=CC=CC=C12)C(=O)O (3-carboxymethyl-5-fluoro-1-naphthalen-1-ylmethyl-1H-indole-2-carboxylic acid), C(C)(=O)Cl (acetylchloride). The product is FC=1C=C2C3=C(N(C2=CC1)CC1=CC=CC2=CC=CC=C12)C(OC(C3)=O)=O (6-fluoro-9-naphthalen-1-ylmethyl-4,9-dihydro-pyrano[3,4-b]indole-1,3-dione). Reaction SMILES: [C:1]([CH2:4][C:5]1[C:13]2[C:8](=[CH:9][CH:10]=[C:11]([F:14])[CH:12]=2)[N:7]([CH2:15][C:16]2[C:25]3[C:20](=[CH:21][CH:22]=[CH:23][CH:24]=3)[CH:19]=[CH:18][CH:17]=2)C=1C(O)=O)([OH:3])=[O:2].[C:29](Cl)(=[O:31])[CH3:30]>>[F:14][C:11]1[CH:12]=[C:13]2[C:8](=[CH:9][CH:10]=1)[N:7]([CH2:15][C:16]1[C:25]3[C:20](=[CH:21][CH:22]=[CH:23][CH:24]=3)[CH:19]=[CH:18][CH:17]=1)[C:30]1[C:29](=[O:31])[O:3][C:1](=[O:2])[CH2:4][C:5]2=1. Procedure: 34.1 A mixture of 3-carboxymethyl-5-fluoro-1-naphthalen-1-ylmethyl-1H-indole-2-carboxylic acid (from example 34, 0.5 g) in acetylchloride (6.2 ml) was heated to reflux for 5 h. The solution was evaporated and the residue triturated with diethylether to give 6-fluoro-9-naphthalen-1-ylmethyl-4,9-dihydro-pyrano[3,4-b]indole-1,3-dione as a pale yellow solid. MS: 377.4 ([M+NH4]+).